The task is: describe an organic reaction: reactants, conditions, products, and yield. This data is from the Open Reaction Database (ORD), a public repository of structured organic reaction records. The reactants are CC(C(O)O)(C)C (2,2-dimethylpropandiol), CN(C)C=O (DMF), [H-].[Na+] (sodium hydride), CN(C)C=O (DMF), ice water, COC1=CC=C(CCl)C=C1 (4-methoxybenzyl chloride). The product is CC(CO)(COCC1=CC=C(C=C1)OC)C (2,2-Dimethyl-3-(4-methoxyphenylmethoxy)-propanol). RXN SMILES: [H-].[Na+].[CH3:3][C:4]([CH3:9])([CH3:8])[CH:5]([OH:7])O.[CH3:10][O:11][C:12]1[CH:19]=[CH:18][C:15]([CH2:16]Cl)=[CH:14][CH:13]=1.CN(C=[O:24])C>>[CH3:3][C:4]([CH3:9])([CH2:5][O:7][CH2:16][C:15]1[CH:18]=[CH:19][C:12]([O:11][CH3:10])=[CH:13][CH:14]=1)[CH2:8][OH:24] |f:0.1|. Procedure details: A mixture of 7.7 g (0.32 mole) of sodium hydride and 80 ml of DMF was stirred under an atmosphere of N2 and cooled with an ice-water bath. A solution of 33 g (0.32 mole) of 2,2-dimethylpropandiol in 100 ml of DMF was added dropwise. Stirring was continued until the gas evolution stopped, then a solution of 50 g (0.32 mole) 4-methoxybenzyl chloride was added. The reaction mixture was stirred at room temperature overnight. The resulting solution was poured into an ice-water mixture and the aqueous... Reactants: C(CC)C1=CC=C(C=C1)S(=O)(=O)Cl (4n-propylbenzenesulphonyl chloride), N1=CC=CC=C1 (pyridine), C(=O)(O)[O-].[Na+] (NaHCO3), NC=1C=C2N=CC(=NC2=CC1)C (6-amino-2-methylquinoxaline). Run in ClCCl (dichloromethane). Run at time 5 minute. The product is CC1=NC2=CC=C(C=C2N=C1)NS(=O)(=O)C1=CC=C(C=C1)CCC (N-(2-methyl-quinoxalin-6-yl)-4-propyl-benzenesulfonamide). Isolated yield 98.4%. As a reaction SMILES: [CH2:1]([C:4]1[CH:9]=[CH:8][C:7]([S:10](Cl)(=[O:12])=[O:11])=[CH:6][CH:5]=1)[CH2:2][CH3:3].N1C=CC=CC=1.[NH2:20][C:21]1[CH:22]=[C:23]2[C:28](=[CH:29][CH:30]=1)[N:27]=[C:26]([CH3:31])[CH:25]=[N:24]2.C([O-])(O)=O.[Na+]>ClCCl>[CH3:31][C:26]1[CH:25]=[N:24][C:23]2[C:28](=[CH:29][CH:30]=[C:21]([NH:20][S:10]([C:7]3[CH:8]=[CH:9][C:4]([CH2:1][CH2:2][CH3:3])=[CH:5][CH:6]=3)(=[O:12])=[O:11])[CH:22]=2)[N:27]=1 |f:3.4|. Reported procedure: To a solution of 4n-propylbenzenesulphonyl chloride (115 mg, 0.528 mmol) in dichloromethane (3 mL) was added pyridine (100 μL, 1.26 mmol) and the mixture was stirred under N2 for 5 min, after which time 6-amino-2-methylquinoxaline (80 mg, 0.50 mmol) was added. The resulting mixture was stirred for 2 h at room temperature, then saturated NaHCO3 solution (8 mL) was added and the mixture was extracted into ethyl acetate (15 mL). The organic phase was washed with brine, dried (Na2SO4), filtered and ... The reactants are ClC1=CC=C(C=C1)C[C@H](C(N1CCN(CC1)C1=C2C(=NC=C1C1=CC=CC=C1)NC=C2)=O)NC(OC(C)(C)C)=O ((R)-tert-Butyl 3-(4-chlorophenyl)-1-oxo-1-(4-(5-phenyl-1H-pyrrolo[2,3-b]pyridin-4-yl)piperazin-1-yl)propan-2-ylcarbamate), C1(=C(C(=C(C(=C1F)F)F)N)F)N.Cl.Cl (dihydrochloride), C(=O)(C(F)(F)F)O (TFA). Solvent: C(Cl)Cl (DCM). Reaction conditions: time 1 hour. Yields the product N[C@@H](C(=O)N1CCN(CC1)C1=C2C(=NC=C1C1=CC=CC=C1)NC=C2)CC2=CC=C(C=C2)Cl ((R)-2-amino-3-(4-chlorophenyl)-1-(4-(5-phenyl-1H-pyrrolo[2,3-b]pyridin-4-yl)piperazin-1-yl)propan-1-one). Isolated yield 90.6%. As a reaction SMILES: [Cl:1][C:2]1[CH:7]=[CH:6][C:5]([CH2:8][C@@H:9]([NH:33]C(=O)OC(C)(C)C)[C:10](=[O:32])[N:11]2[CH2:16][CH2:15][N:14]([C:17]3[C:22]([C:23]4[CH:28]=[CH:27][CH:26]=[CH:25][CH:24]=4)=[CH:21][N:20]=[C:19]4[NH:29][CH:30]=[CH:31][C:18]=34)[CH2:13][CH2:12]2)=[CH:4][CH:3]=1.C(O)(C(F)(F)F)=O.C1(N)C(F)=C(F)C(F)=C(N)C=1F.Cl.Cl>C(Cl)Cl>[NH2:33][C@H:9]([CH2:8][C:5]1[CH:4]=[CH:3][C:2]([Cl:1])=[CH:7][CH:6]=1)[C:10]([N:11]1[CH2:16][CH2:15][N:14]([C:17]2[C:22]([C:23]3[CH:24]=[CH:25][CH:26]=[CH:27][CH:28]=3)=[CH:21][N:20]=[C:19]3[NH:29][CH:30]=[CH:31][C:18]=23)[CH2:13][CH2:12]1)=[O:32] |f:2.3.4|. Reported procedure: (R)-tert-Butyl 3-(4-chlorophenyl)-1-oxo-1-(4-(5-phenyl-1H-pyrrolo[2,3-b]pyridin-4-yl)piperazin-1-yl)propan-2-ylcarbamate (0.020 g, 0.036 mmol) was placed in DCM (3 mL). TFA (0.3 mL) was then added, and the reaction was stirred at room temperature for 1 hour. The reaction was then concentrated to dryness, dissolved in minimal DCM, and added dropwise to a stirring solution of 1M HCl in ether. The solid product was filtered, washed with ether, and dried to give (R)-2-amino-3-(4-chlorophenyl)-1-(4-(...